Dataset: the Open Reaction Database (ORD), a public repository of structured organic reaction records. Task: describe an organic reaction: reactants, conditions, products, and yield Starting materials: ClCC=1SC(=C(N1)C1=CC=CC=C1)C (2-chloromethyl-5-methyl-4-phenylthiazole), OC1=CC=C(C=O)C=C1 (p-hydroxybenzaldehyde). The product is CC1=C(N=C(S1)COC1=CC=C(C=O)C=C1)C1=CC=CC=C1 (4-(5-methyl-4-phenyl-2-thiazolylmethoxy)benzaldehyde). As a reaction SMILES: Cl[CH2:2][C:3]1[S:4][C:5]([CH3:14])=[C:6]([C:8]2[CH:13]=[CH:12][CH:11]=[CH:10][CH:9]=2)[N:7]=1.[OH:15][C:16]1[CH:23]=[CH:22][C:19]([CH:20]=[O:21])=[CH:18][CH:17]=1>>[CH3:14][C:5]1[S:4][C:3]([CH2:2][O:15][C:16]2[CH:23]=[CH:22][C:19]([CH:20]=[O:21])=[CH:18][CH:17]=2)=[N:7][C:6]=1[C:8]1[CH:13]=[CH:12][CH:11]=[CH:10][CH:9]=1. Reported procedure: According to the method described for Reference Example 45, 2-chloromethyl-5-methyl-4-phenylthiazole was allowed to react with p-hydroxybenzaldehyde to give 4-(5-methyl-4-phenyl-2-thiazolylmethoxy)benzaldehyde. Recrystallization from ethyl acetate--isopropyl ether gave colorless prisms, m.p.81°-82° C. Reactants: Cl (hydrochloric acid), C(C)(C)OC1=CC(=C2C(C=C(OC2=C1)S(=O)C)=O)OC (7-isopropoxy-5-methoxy-2-methylsulfinylchromone), OC1=CC=C(C=C1)S (4-hydroxybenzenethiol), C([O-])([O-])=O.[K+].[K+] (potassium carbonate). Run in CC(=O)C (acetone). Conditions: time 2 hour. The product is OC1=CC=C(C=C1)SC=1OC2=CC(=CC(=C2C(C1)=O)OC)OC(C)C (2-(4-hydroxyphenylthio)-7-isopropoxy-5-methoxychromone). The yield is 57.7%. RXN SMILES: [CH:1]([O:4][C:5]1[CH:14]=[C:13]2[C:8]([C:9](=[O:18])[CH:10]=[C:11]([S:15]([CH3:17])=O)[O:12]2)=[C:7]([O:19][CH3:20])[CH:6]=1)([CH3:3])[CH3:2].[OH:21][C:22]1[CH:27]=[CH:26]C(S)=[CH:24][CH:23]=1.C(=O)([O-])[O-].[K+].[K+].Cl>CC(C)=O>[OH:21][C:22]1[CH:27]=[CH:26][C:17]([S:15][C:11]2[O:12][C:13]3[C:8]([C:9](=[O:18])[CH:10]=2)=[C:7]([O:19][CH3:20])[CH:6]=[C:5]([O:4][CH:1]([CH3:3])[CH3:2])[CH:14]=3)=[CH:24][CH:23]=1 |f:2.3.4|. Procedure details: A mixture of 146 mg of 7-isopropoxy-5-methoxy-2-methylsulfinylchromone (0.493 mmol ) , 93 mg of 4-hydroxybenzenethiol(0.740 mmol), 102 mg of potassium carbonate (0.740 mmol) and 6 ml acetone was stirred for 2 hours at room temperature. The reaction solution was neutralized with dilute hydrochloric acid and extracted twice with ethyl acetate, and the organic layer was washed with saturated NaCl water and was then dried over sodium sulfate anhydride. The solvent was distilled off under reduced pre...